Dataset: the Open Reaction Database (ORD), a public repository of structured organic reaction records. Task: describe an organic reaction: reactants, conditions, products, and yield Starting materials: [BH4-].[Na+] (sodium borohydride), C(CCC)N1C(N(C(C1)=O)C1=C(C=C(C(=C1)OC)Cl)F)=S (1-butyl-3-(4-chloro-2-fluoro-5-methoxyphenyl)-4-oxo-2-thioxoimidazolidine), ice water. The solvent is CO (methanol). Run at temperature 30 celsius, time 30 minute. Product: C(CCC)N1C(N(C(C1)O)C1=C(C=C(C(=C1)OC)Cl)F)=S (1-butyl-3-(4-chloro-2-fluoro-5-methoxyphenyl)-4-hydroxyimidazolidine 2-thione). Yield: 95.5%. RXN SMILES: [CH2:1]([N:5]1[CH2:9][C:8](=[O:10])[N:7]([C:11]2[CH:16]=[C:15]([O:17][CH3:18])[C:14]([Cl:19])=[CH:13][C:12]=2[F:20])[C:6]1=[S:21])[CH2:2][CH2:3][CH3:4].[BH4-].[Na+]>CO>[CH2:1]([N:5]1[CH2:9][CH:8]([OH:10])[N:7]([C:11]2[CH:16]=[C:15]([O:17][CH3:18])[C:14]([Cl:19])=[CH:13][C:12]=2[F:20])[C:6]1=[S:21])[CH2:2][CH2:3][CH3:4] |f:1.2|. Procedure details: 33.3 g (0.10 mol) of 1-butyl-3-(4-chloro-2-fluoro-5-methoxyphenyl)-4-oxo-2-thioxoimidazolidine are dissolved in 300 ml of methanol, and 5.7 g (0.15 mol) of sodium borohydride are added at a rate such that the temperature increases to 30° C. When the addition is complete, the mixture is stirred for a further 30 minutes at 30° C. and poured into 800 ml of ice-water. The precipitate is filtered off under suction and dried. 31.8 g (95% of theory) of 1-butyl-3-(4-chloro-2-fluoro-5-methoxyphenyl)-4-hy... Starting materials: FC=1C=CC(=C(C1)B(O)O)O ((5-Fluoro-2-hydroxyphenyl)boronic acid), IC1=CC(=NC=C1)C(F)(F)F (4-iodo-2-(trifluoromethyl)pyridine). Product: FC1=CC(=C(C=C1)O)C1=CC(=NC=C1)C(F)(F)F (4-fluoro-2-[2-(trifluoromethyl)pyridin-4-yl]phenol). RXN SMILES: [F:1][C:2]1[CH:3]=[CH:4][C:5]([OH:11])=[C:6](B(O)O)[CH:7]=1.I[C:13]1[CH:18]=[CH:17][N:16]=[C:15]([C:19]([F:22])([F:21])[F:20])[CH:14]=1>>[F:1][C:2]1[CH:3]=[CH:4][C:5]([OH:11])=[C:6]([C:13]2[CH:18]=[CH:17][N:16]=[C:15]([C:19]([F:22])([F:21])[F:20])[CH:14]=2)[CH:7]=1. Reported procedure: (5-Fluoro-2-hydroxyphenyl)boronic acid and 4-iodo-2-(trifluoromethyl)pyridine were reacted under Suzuki conditions to produce 4-fluoro-2-[2-(trifluoromethyl)pyridin-4-yl]phenol. As a reaction SMILES: [Br:1][CH2:2][C:3](=[O:4])[c:5]1[cH:6][cH:7][cH:8][cH:9][cH:10]1.[CH3:16][N:17]([S+:18]([N:19]([CH3:20])[CH3:21])[N:22]([CH3:23])[CH3:24])[CH3:25].[CH3:26][C:27]#[N:28].[F:11][C:12]([O-:13])([F:14])[F:15]>>[CH2:2]([C:3](=[O:4])[c:5]1[cH:6][cH:7][cH:8][cH:9][cH:10]1)[O:13][C:12]([F:11])([F:14])[F:15]. Product: O=C(COC(F)(F)F)c1ccccc1. The reactants are O=C(CBr)c1ccccc1, CN(C)[S+](N(C)C)N(C)C, CC#N, [O-]C(F)(F)F. Reactants: CN1C2=C(C=3C=C(C=CC13)O)CCC2=NCC2=CC=CC=C2 (4-methyl-3-phenylmethylimino-1,2,3,4-tetrahydrocyclopent[b]indol-7-ol), N12CCCCCC2=NCCC1 (1,8-diazabicyclo[5.4.0]undec-7-ene), CN=C=O (methyl isocyanate). The solvent is C(Cl)Cl (CH2Cl2), C(Cl)Cl (CH2Cl2). Reaction conditions: time 3 hour. The product is CNC(OC1=CC=2C3=C(N(C2C=C1)C)C(CC3)=NCC3=CC=CC=C3)=O (4-methyl-3-phenylmethylimino-1,2,3,4-tetrahydrocyclopent[b]indol-7-yl methylcarbamate). Isolated yield 77.9%. As a reaction SMILES: [CH3:1][N:2]1[C:10]2[CH:9]=[CH:8][C:7]([OH:11])=[CH:6][C:5]=2[C:4]2[CH2:12][CH2:13][C:14](=[N:15][CH2:16][C:17]3[CH:22]=[CH:21][CH:20]=[CH:19][CH:18]=3)[C:3]1=2.N12CCCN=C1CCCCC2.[CH3:34][N:35]=[C:36]=[O:37]>C(Cl)Cl>[CH3:34][NH:35][C:36](=[O:37])[O:11][C:7]1[CH:8]=[CH:9][C:10]2[N:2]([CH3:1])[C:3]3[C:14](=[N:15][CH2:16][C:17]4[CH:22]=[CH:21][CH:20]=[CH:19][CH:18]=4)[CH2:13][CH2:12][C:4]=3[C:5]=2[CH:6]=1. Reported procedure: To a stirred solution of 4-methyl-3-phenylmethylimino-1,2,3,4-tetrahydrocyclopent[b]indol-7-ol (2.0 g) in CH2Cl2 (40 n-A) was added 1,8-diazabicyclo[5.4.0]undec-7-ene (0.16 g) followed by the dropwise addition of methyl isocyanate (0.39 g) in CH2Cl2 (10 ml). The reaction was monitored via TLC and after 3 hours the solution was concentrated and the precipitate was collected and recrystallized from acetonitrile to give 4-methyl-3-phenylmethylimino-1,2,3,4-tetrahydrocyclopent[b]indol-7-yl methylcar... Reactants: Cl.S1C(=CC=C1)COC1CNC1 (3-(Thiophen-2-ylmethoxy)-azetidine hydrochloride), CCN=C=NCCCN(C)C (EDCI), C=1C=CC2=C(C1)N=NN2O (HOBt), C(C)(C)N(CC)C(C)C (diisopropylethylamine), Cl.CN(C)CC1=CNC2=NC=C(C=C21)/C=C/C(=O)O ((E)-3-(3-((dimethylamino)methyl)-1H-pyrrolo[2,3-b]pyridin-5-yl)acrylic acid hydrochloride). The solvent is CN(C=O)C (dimethylformamide). Reaction conditions: time 8 hour. Product: CN(C)CC1=CNC2=NC=C(C=C21)/C=C/C(=O)N2CC(C2)OCC=2SC=CC2 ((E)-3-(3-((Dimethylamino)methyl)-1H-pyrrolo[2,3-b]pyridin-5-yl)-1-(3-(thiophen-2-ylmethoxy)azetidin-1-yl)prop-2-en-1-one), solid. Isolated yield 10.0%. Reaction SMILES: Cl.[S:2]1[CH:6]=[CH:5][CH:4]=[C:3]1[CH2:7][O:8][CH:9]1[CH2:12][NH:11][CH2:10]1.CCN=C=NCCCN(C)C.C1C=CC2N(O)N=NC=2C=1.C(N(C(C)C)CC)(C)C.Cl.[CH3:44][N:45]([CH2:47][C:48]1[C:56]2[C:51](=[N:52][CH:53]=[C:54](/[CH:57]=[CH:58]/[C:59](O)=[O:60])[CH:55]=2)[NH:50][CH:49]=1)[CH3:46]>CN(C)C=O>[CH3:44][N:45]([CH2:47][C:48]1[C:56]2[C:51](=[N:52][CH:53]=[C:54](/[CH:57]=[CH:58]/[C:59]([N:11]3[CH2:12][CH:9]([O:8][CH2:7][C:3]4[S:2][CH:6]=[CH:5][CH:4]=4)[CH2:10]3)=[O:60])[CH:55]=2)[NH:50][CH:49]=1)[CH3:46] |f:0.1,5.6|. Procedure details: 3-(Thiophen-2-ylmethoxy)-azetidine hydrochloride (61 mg, 0.30 mmol), EDCI (71.5 mg, 0.37 mmol), HOBt (52 mg, 0.37 mmol) and diisopropylethylamine (110 μL, 0.62 mmol) were successively added to a solution of (E)-3-(3-((dimethylamino)methyl)-1H-pyrrolo[2,3-b]pyridin-5-yl)acrylic acid hydrochloride (70 mg, 0.25 mmol) in dimethylformamide (10 mL) at room temperature. The reaction mixture was stirred overnight then partitioned between ethyl acetate (30 mL) and water (30 mL). The aqueous layer was sep... Solvent: CN(C)C=O (DMF). Yield: 14.3%. The reactants are FC1=CC=C(C=N1)C=1C2=C(N(N1)COCC[Si](C)(C)C)C1=CC=C(C=C1C2)CN2CCN(CC2)C (3-(6-fluoropyridin-3-yl)-6-[(4-methylpiperazin-1-yl)methyl]-1-{[2-(trimethylsilyl)ethoxy]methyl}-1,4-dihydroindeno[1,2-c]pyrazole), [C-]#N.[Na+] (NaCN), ( 300W ). Procedure details: A mixture of Example 123D (70.6 mg, 0.142 mmol) and NaCN (9.7 mg, 0.199 mmol) in DMF (1.2 mL) in a capped vial was heated to 210° C. for 1200 seconds in a Smith Synthesizer (300W). The reaction was cooled using 40 psi pressurized air. The mixture was extracted with EtOAc and the organic layer was washed with 50% brine, NaHCO3, dried over MgSO4, filtered, concentrated. The crude product was treated with HCl (conc., 2 drops) and EtOH (3 mL) and the mixture was heated at 75° C. for 2.5 hours. The s... Product: CN1CCN(CC1)CC=1C=C2CC3=C(NN=C3C=3C=CC(=NC3)C#N)C2=CC1 (5-{6-[(4-methylpiperazin-1-yl)methyl]-1,4-dihydroindeno[1,2-c]pyrazol-3-yl}pyridine-2-carbonitrile). Reaction conditions: temperature 75 celsius. RXN SMILES: F[C:2]1[N:7]=[CH:6][C:5]([C:8]2[C:9]3[CH2:27][C:26]4[C:21](=[CH:22][CH:23]=[C:24]([CH2:28][N:29]5[CH2:34][CH2:33][N:32]([CH3:35])[CH2:31][CH2:30]5)[CH:25]=4)[C:10]=3[N:11](COCC[Si](C)(C)C)[N:12]=2)=[CH:4][CH:3]=1.[C-:36]#[N:37].[Na+]>CN(C=O)C>[CH3:35][N:32]1[CH2:33][CH2:34][N:29]([CH2:28][C:24]2[CH:25]=[C:26]3[C:21](=[CH:22][CH:23]=2)[C:10]2[NH:11][N:12]=[C:8]([C:5]4[CH:4]=[CH:3][C:2]([C:36]#[N:37])=[N:7][CH:6]=4)[C:9]=2[CH2:27]3)[CH2:30][CH2:31]1 |f:1.2|.